Dataset: the Open Reaction Database (ORD), a public repository of structured organic reaction records. Task: describe an organic reaction: reactants, conditions, products, and yield Reactants: O=C(n1ccnc1)n1ccnc1, Cl, Cl, C1CCOC1, O, O=C(O)COc1ccccc1, NCCCn1ccnc1. Product: O=C(COc1ccccc1)NCCCn1ccnc1. Reaction SMILES: [C:12]([n:13]1[cH:14][cH:15][n:16][cH:17]1)([n:18]1[cH:19][cH:20][n:21][cH:22]1)=[O:23].[ClH:29].[ClH:30].[O:24]1[CH2:25][CH2:26][CH2:27][CH2:28]1.[OH2:40].[OH:1][C:2](=[O:3])[CH2:4][O:5][c:6]1[cH:7][cH:8][cH:9][cH:10][cH:11]1.[n:31]1([CH2:36][CH2:37][CH2:38][NH2:39])[cH:32][n:33][cH:34][cH:35]1>>[C:2](=[O:3])([CH2:4][O:5][c:6]1[cH:7][cH:8][cH:9][cH:10][cH:11]1)[NH:39][CH2:38][CH2:37][CH2:36][n:31]1[cH:32][n:33][cH:34][cH:35]1. Reactants: ClC(c1ccccc1)(c1ccccc1)c1ccccc1, C1CNCCN1, ClCCl. The product is c1ccc(C(c2ccccc2)(c2ccccc2)N2CCNCC2)cc1. As a reaction SMILES: [C:7]([c:8]1[cH:9][cH:10][cH:11][cH:12][cH:13]1)([c:14]1[cH:15][cH:16][cH:17][cH:18][cH:19]1)([c:20]1[cH:21][cH:22][cH:23][cH:24][cH:25]1)[Cl:26].[CH2:1]1[CH2:2][NH:3][CH2:4][CH2:5][NH:6]1.[Cl:27][CH2:28][Cl:29]>>[CH2:1]1[CH2:2][N:3]([C:7]([c:8]2[cH:9][cH:10][cH:11][cH:12][cH:13]2)([c:14]2[cH:15][cH:16][cH:17][cH:18][cH:19]2)[c:20]2[cH:21][cH:22][cH:23][cH:24][cH:25]2)[CH2:4][CH2:5][NH:6]1. Reactants: C(C)(C)(C)OC(=O)N[C@H](CC(=O)OC)C(=O)OC (dimethyl (R)-N-tert-butoxycarbonylaspartate), C(C)(C)[NH-].[Li+] (lithium isopropylamide), C(C)(C)NC(C)C (diisopropylamine), CCCCCC.C(CCC)[Li] (butyllithium hexane), C(CC)(=O)C=1NC=CN1 (propionylimidazole), [Cl-].[NH4+] (ammonium chloride). Run in O1CCCC1 (tetrahydrofuran), O (water), O1CCCC1 (tetrahydrofuran). Conditions: time 10 minute. Product: C(C)(C)(C)OC(=O)N[C@H](C(C(=O)OC)C(CC)=O)C(=O)OC (dimethyl (R)-N-tert-butoxycarbonyl-3-propionylaspartate). Isolated yield 92.4%. RXN SMILES: [C:1]([O:5][C:6]([NH:8][C@@H:9]([C:15]([O:17][CH3:18])=[O:16])[CH2:10][C:11]([O:13][CH3:14])=[O:12])=[O:7])([CH3:4])([CH3:3])[CH3:2].C([NH-])(C)C.[Li+].C(NC(C)C)(C)C.CCCCCC.C([Li])CCC.[C:42](C1NC=CN=1)(=[O:45])[CH2:43][CH3:44].[Cl-].[NH4+]>O1CCCC1.O>[C:1]([O:5][C:6]([NH:8][C@@H:9]([C:15]([O:17][CH3:18])=[O:16])[CH:10]([C:42](=[O:45])[CH2:43][CH3:44])[C:11]([O:13][CH3:14])=[O:12])=[O:7])([CH3:3])([CH3:4])[CH3:2] |f:1.2,4.5,7.8|. Reported procedure: A solution of 2.61 g (10 m mol) of dimethyl (R)-N-tert-butoxycarbonylaspartate in 10 ml of tetrahydrofuran was added dropwise to a lithium isopropylamide solution [prepared from 4.62 ml (33 m mol) of diisopropylamine and 21 ml (33 m mol) of butyllithium hexane solution, in 30 ml of tetrahydrofuran]at -78° C. in a stream of nitrogen. The mixture was stirred for 10 minutes and a solution of 2.48 g (20 m mol) of propionylimidazole in 15 ml of tetrahydrofuran was added dropwise. The reaction mixture... Reactants: O=C([O-])O, CCO, C1CC2CCC1CN2, O=[N+]([O-])c1ccc2nc(Cl)ccc2c1, [Na+], Cc1ccc(S(=O)(=O)O)cc1. Product: O=[N+]([O-])c1ccc2nc(N3CC4CCC3CC4)ccc2c1. RXN SMILES: [C:34](=[O:35])([OH:36])[O-:37].[CH3:39][CH2:40][OH:41].[CH:26]12[NH:27][CH2:28][CH:29]([CH2:30][CH2:31]1)[CH2:32][CH2:33]2.[Cl:1][c:2]1[n:3][c:4]2[cH:5][cH:6][c:7]([N+:12](=[O:13])[O-:14])[cH:8][c:9]2[cH:10][cH:11]1.[Na+:38].[c:15]1([CH3:16])[cH:17][cH:18][c:19]([S:20]([OH:21])(=[O:22])=[O:23])[cH:24][cH:25]1>>[c:2]1([N:27]2[CH:26]3[CH2:31][CH2:30][CH:29]([CH2:28]2)[CH2:32][CH2:33]3)[n:3][c:4]2[cH:5][cH:6][c:7]([N+:12](=[O:13])[O-:14])[cH:8][c:9]2[cH:10][cH:11]1. The reactants are O (Water), BrC=1C=C2C(=C(C=NC2=CC1)[N+](=O)[O-])NC1(CCOCC1)C (6-bromo-N-(4-methyloxan-4-yl)-3-nitroquinolin-4-amine), Cl.N (ammonia hydrochloride). Reagents/catalysts: [Fe] (iron). Run in CCO (EtOH). Conditions: temperature 105 celsius. Yields the product BrC=1C=C2C(=C(C=NC2=CC1)N)NC1(CCOCC1)C (6-Bromo-N′-(4-methyloxan-4-yl)quinoline-3,4-diamine). The yield is 86.6%. As a reaction SMILES: O.[Br:2][C:3]1[CH:4]=[C:5]2[C:10](=[CH:11][CH:12]=1)[N:9]=[CH:8][C:7]([N+:13]([O-])=O)=[C:6]2[NH:16][C:17]1([CH3:23])[CH2:22][CH2:21][O:20][CH2:19][CH2:18]1.Cl.N>CCO.[Fe]>[Br:2][C:3]1[CH:4]=[C:5]2[C:10](=[CH:11][CH:12]=1)[N:9]=[CH:8][C:7]([NH2:13])=[C:6]2[NH:16][C:17]1([CH3:23])[CH2:22][CH2:21][O:20][CH2:19][CH2:18]1 |f:2.3|. Procedure: Water (8.35 mL) was added to a stirred mixture of 6-bromo-N-(4-methyloxan-4-yl)-3-nitroquinolin-4-amine (1.07 g, 2.92 mmol), iron (0.979 g, 17.53 mmol) and ammonia hydrochloride (0.109 g, 2.05 mmol) in EtOH (50.1 mL) and the resulting slurry heated to 105° C. for 2 h. The reaction was filtered warm through a pad of celite, washing with MeOH, and the filtrate evaporated to dryness. The crude solid was dissolved in DCM (10 mL) and washed with a sat. aqueous solution of NaHCO3 (10 mL) and sat. brin... Reactants: N1CCOCC1 (morpholine), ClCCC(C)O (4-chloro-2-butanol). Solvent: CC#N (CH3CN). The product is CC(CCN1CCOCC1)O (α-Methyl-4-morpholinepropanol). RXN SMILES: [NH:1]1[CH2:6][CH2:5][O:4][CH2:3][CH2:2]1.Cl[CH2:8][CH2:9][CH:10]([OH:12])[CH3:11]>CC#N>[CH3:11][CH:10]([OH:12])[CH2:9][CH2:8][N:1]1[CH2:6][CH2:5][O:4][CH2:3][CH2:2]1. Reported procedure: To 100 mL of CH3CN is added morpholine (9.6 g, 0.11 mol) and 4-chloro-2-butanol (11 g, 0.1 mol). Heat the reaction at reflux and monitor the reaction by thin-layer chromatography. Upon completion of the reaction remove the solvent and add saturated aqueous sodium bicarbonate and ether. Separate the layers and dry the organic phase over Na2SO4. Filter off the drying agent and evaporate the solvent in vacuo to obtain the title compound. As a reaction SMILES: [Br:1][C:2]1[N:7]=[C:6]2[N:8]([CH2:11][C:12]3[CH:23]=[CH:22][C:15]4[N:16]=[C:17](S(C)=O)[S:18][C:14]=4[CH:13]=3)[CH:9]=[N:10][C:5]2=[CH:4][CH:3]=1.[NH2:24][C@@H:25]1[CH2:30][CH2:29][CH2:28][CH2:27][C@H:26]1[OH:31].CCN(C(C)C)C(C)C>CC(N(C)C)=O>[Br:1][C:2]1[N:7]=[C:6]2[N:8]([CH2:11][C:12]3[CH:23]=[CH:22][C:15]4[N:16]=[C:17]([NH:24][C@@H:25]5[CH2:30][CH2:29][CH2:28][CH2:27][C@H:26]5[OH:31])[S:18][C:14]=4[CH:13]=3)[CH:9]=[N:10][C:5]2=[CH:4][CH:3]=1. The product is BrC1=CC=C2C(=N1)N(C=N2)CC2=CC1=C(N=C(S1)N[C@H]1[C@@H](CCCC1)O)C=C2 ((1R,2R)-2-((6-((5-bromo-3H-imidazo[4,5-b]pyridin-3-yl)methyl)benzo[d]thiazol-2-yl)amino)cyclohexanol). Yield: 21.3%. Conditions: temperature 100 celsius. Procedure: A stirred mixture of 6-((5-bromo-3H-imidazo[4,5-b]pyridin-3-yl)methyl)-2-(methylsulfinyl)benzo[d]thiazole (50 mg, 0.123 mmol) from Step 4 of this Example, (1R,2R)-(−)-2-aminocyclohexanol (42 mg, 0.369 mmol), and DIEA (46 mg, 0.369 mmol) in anhydrous DMA (1 mL) was heated in a sealed vessel at 100° C. for 15 h. The reaction was allowed to cool to rt and then was purified directly by reverse-phase HPLC using a mixture of water (5% CH3CN, 0.05% HOAc) and CH3CN (0.05% HOAc) as the mobile phase and V... Starting materials: BrC1=CC=C2C(=N1)N(C=N2)CC2=CC1=C(N=C(S1)S(=O)C)C=C2 (6-((5-bromo-3H-imidazo[4,5-b]pyridin-3-yl)methyl)-2-(methylsulfinyl)benzo[d]thiazole), N[C@H]1[C@@H](CCCC1)O ((1R,2R)-(−)-2-aminocyclohexanol), CCN(C(C)C)C(C)C (DIEA). The solvent is CC(=O)N(C)C (DMA). Yields the product N1=C(C=NC=C1)NC(=S)N (Pyrazin-2-yl-thiourea). Procedure: Aminopyrazine (2 g, 21.03 mmol) is dissolved in ethanol (20 ml) and benzoylisothiocyanate (2.82 ml) is added dropwise. The mixture is heated to 80° C. with stirring for 10 minutes then allowed to cool to room temperature. The solvent is removed in vacuo and the resulting solid dissolved in 1M sodium hydroxide (30 ml) and heated under reflux for 1 hour. The resultant suspension is filtered and the solid washed with water and a little cold methanol. The solid is dried in vacuo to yield the title c... Run at temperature 80 celsius, time 10 minute. Reaction SMILES: [NH2:1][C:2]1[CH:7]=[N:6][CH:5]=[CH:4][N:3]=1.C([N:16]=[C:17]=[S:18])(=O)C1C=CC=CC=1>C(O)C>[N:3]1[CH:4]=[CH:5][N:6]=[CH:7][C:2]=1[NH:1][C:17]([NH2:16])=[S:18]. Solvent: C(C)O (ethanol). Starting materials: NC1=NC=CN=C1 (Aminopyrazine), C(C1=CC=CC=C1)(=O)N=C=S (benzoylisothiocyanate).